Dataset: the Open Reaction Database (ORD), a public repository of structured organic reaction records. Task: describe an organic reaction: reactants, conditions, products, and yield The reactants are C(C)OC(=O)C1=C(SC=C1C1=CC=C(C=C1)Cl)N (2-amino-4-(4-chlorophenyl)thiophene-3-carboxylic acid ethyl ester), C1(C=2C(C(=O)O1)=CC=CC2)=O (phthalic anhydride). The solvent is C(C)(=O)O (acetic acid). Product: C(C)OC(=O)C1=C(SC=C1C1=CC=C(C=C1)Cl)N1C(C2=CC=CC=C2C1=O)=O (4-(4-Chlorophenyl)-2-(1,3-dioxo-1,3-dihydroisoindol-2-yl)-thiophene-3-carboxylic acid ethyl ester). RXN SMILES: [CH2:1]([O:3][C:4]([C:6]1[C:10]([C:11]2[CH:16]=[CH:15][C:14]([Cl:17])=[CH:13][CH:12]=2)=[CH:9][S:8][C:7]=1[NH2:18])=[O:5])[CH3:2].[C:19]1(=O)[O:24][C:22](=[O:23])[C:21]2=[CH:25][CH:26]=[CH:27][CH:28]=[C:20]12>C(O)(=O)C>[CH2:1]([O:3][C:4]([C:6]1[C:10]([C:11]2[CH:16]=[CH:15][C:14]([Cl:17])=[CH:13][CH:12]=2)=[CH:9][S:8][C:7]=1[N:18]1[C:22](=[O:23])[C:21]2[C:20](=[CH:28][CH:27]=[CH:26][CH:25]=2)[C:19]1=[O:24])=[O:5])[CH3:2]. Procedure details: A mixture of 2-amino-4-(4-chlorophenyl)thiophene-3-carboxylic acid ethyl ester (2 mmol, Example 9, Part B) and phthalic anhydride (2.2 mmol) in glacial acetic acid (20 mL) is heated at reflux overnight. After cooling to room temperature, the acetic acid is removed in vacuo and the residue triturated with petroleum ether. The crude product is collected by filtration, suspended in acetyl chloride (5 mL), and heated to reflux for one hour. After removing the solvent in vacuo, the residue is dissolv... Reactants: OC1=CC=2C(CCC(C2C=C1)(C)C)(C)C (5,6,7,8-tetrahydro-2-hydroxy-5,5,8,8-tetramethylnaphthalene), C(C(C)(C)C)(=O)Cl (pivaloyl chloride). Reagents/catalysts: [Cl-].[Ti+4].[Cl-].[Cl-].[Cl-] (titanium chloride), [Cl-].[Ti+4].[Cl-].[Cl-].[Cl-] (titanium chloride), Cl[Ti](Cl)(Cl)Cl (TiCl4). Run in ClCCl (dichloromethane). Run at temperature 120 celsius, time 1 hour. Yields the product C(C)(C)(C)C(=O)C1=CC=2C(CCC(C2C=C1O)(C)C)(C)C (5,6,7,8-tetrahydro-3-hydroxy-5,5,8,8-tetramethyl-2-naphthyl tert-butyl ketone). RXN SMILES: [OH:1][C:2]1[CH:11]=[CH:10][C:9]2[C:8]([CH3:13])([CH3:12])[CH2:7][CH2:6][C:5]([CH3:15])([CH3:14])[C:4]=2[CH:3]=1.[C:16](Cl)(=[O:21])[C:17]([CH3:20])([CH3:19])[CH3:18]>Cl[Ti](Cl)(Cl)Cl.ClCCl>[C:17]([C:16]([C:11]1[C:2]([OH:1])=[CH:3][C:4]2[C:5]([CH3:15])([CH3:14])[CH2:6][CH2:7][C:8]([CH3:13])([CH3:12])[C:9]=2[CH:10]=1)=[O:21])([CH3:20])([CH3:19])[CH3:18]. Procedure details: The synthesis process is as set forth in the chemical reaction formula below. The TiCl4 in the reaction path stands for titanium chloride. To 5,6,7,8-tetrahydro-2-hydroxy-5,5,8,8-tetramethylnaphthalene (409 mg, 2.00 mmol) were added titanium chloride (417 mg, 2.20 mmol) and pivaloyl chloride (361 mg, 2.99 mmol) followed by stirring at 120° C. for 1 hour. The reaction solution was diluted by dichloromethane, and the organic layer was washed by water, a saturated sodium hydrogen carbonate aq. solu... Reactants: O (water), Cl (hydrochloric acid), BrC=1C=C(C=CC1)CCOCCC1=CSC=C1 (3-[2-[2-(3-bromophenyl)ethoxy]ethyl]thiophene), [Cu](C#N)C#N (copper cyanide). The reagents and catalysts are [Fe](Cl)Cl (iron(II) chloride). Solvent: CN(C=O)C (dimethylformamide). Reaction conditions: temperature 150 celsius, time 8 hour. Product: C(#N)C=1C=C(C=CC1)CCOCCC1=CSC=C1 (3-[2-[2-(3cyanophenyl)ethoxy]ethyl]thiophene). The yield is 44.9%. Reaction SMILES: Br[C:2]1[CH:3]=[C:4]([CH2:8][CH2:9][O:10][CH2:11][CH2:12][C:13]2[CH:17]=[CH:16][S:15][CH:14]=2)[CH:5]=[CH:6][CH:7]=1.[Cu](C#N)[C:19]#[N:20].O.Cl>CN(C)C=O.[Fe](Cl)Cl>[C:19]([C:2]1[CH:3]=[C:4]([CH2:8][CH2:9][O:10][CH2:11][CH2:12][C:13]2[CH:17]=[CH:16][S:15][CH:14]=2)[CH:5]=[CH:6][CH:7]=1)#[N:20]. Procedure: 46 mg of the resulting ether compound was dissolved in 1 ml of dimethylformamide, and 17 mg of copper cyanide was added. The mixture was stirred overnight at 150° C. To this solution was added, a mixture of 39 mg of iron(II) chloride, 0.1 ml of water and 16 μl of hydrochloric acid, and the mixture was stirred at 60° C. for 30 minutes. The solution was extracted with ethyl ether, and the extract was worked up in a customary manner to give 17 mg of 3-[2-[2-(3cyanophenyl)ethoxy]ethyl]thiophene as a...